Task: describe an organic reaction: reactants, conditions, products, and yield. Dataset: the Open Reaction Database (ORD), a public repository of structured organic reaction records The reactants are [OH-].[Na+] (Sodium hydroxide), C1(=CC=C(C=C1)C(C(=O)O)C1=CC=C(C=C1)C)C (2,2-bis(p-tolyl)acetic acid), C(C=C)O (allyl alcohol), O.C1(=CC=C(C=C1)S(=O)(=O)O)C (p-toluenesulfonic acid monohydrate). Solvent: C1(=CC=CC=C1)C (toluene), O (water). The product is C1(=CC=C(C=C1)C(C(=O)OCC=C)C1=CC=C(C=C1)C)C (allyl 2,2-bis(p-tolyl)acetate). Reaction SMILES: [C:1]1([CH3:18])[CH:6]=[CH:5][C:4]([CH:7]([C:11]2[CH:16]=[CH:15][C:14]([CH3:17])=[CH:13][CH:12]=2)[C:8]([OH:10])=[O:9])=[CH:3][CH:2]=1.[CH2:19](O)[CH:20]=[CH2:21].O.C1(C)C=CC(S(O)(=O)=O)=CC=1.[OH-].[Na+]>C1(C)C=CC=CC=1.O>[C:14]1([CH3:17])[CH:13]=[CH:12][C:11]([CH:7]([C:4]2[CH:5]=[CH:6][C:1]([CH3:18])=[CH:2][CH:3]=2)[C:8]([O:10][CH2:21][CH:20]=[CH2:19])=[O:9])=[CH:16][CH:15]=1 |f:2.3,4.5|. Procedure details: A mixture of 2,2-bis(p-tolyl)acetic acid (8.52 g), allyl alcohol (6.6 ml) and p-toluenesulfonic acid monohydrate (0.34 g) in toluene (25 ml) was refluxed for 20 hours with continuous removal of water with Dean-Stark apparatus. After being cooled, the mixture was poured into 1N Sodium hydroxide aqueous solution and extracted with ethyl acetate. The extract was washed with 1N sodium hydroxide aqueous solution, 1N hydrochloric acid and brine, dried over magnesium sulfate and evaporated in vacuo. Th... The reactants are F[B-](F)(F)F, COC1CCNCC1, CN(C)C=O, O=C(O)c1cc2cc(C(=O)N3CCN(C4CCCC4)CC3)ccc2[nH]1, CCN(C(C)C)C(C)C, Cl, CN(C)C(On1nnc2ccccc21)=[N+](C)C. The product is COC1CCN(C(=O)c2cc3cc(C(=O)N4CCN(C5CCCC5)CC4)ccc3[nH]2)CC1. Reaction SMILES: [B-:27]([F:28])([F:29])([F:30])[F:31].[CH3:49][O:50][CH:51]1[CH2:52][CH2:53][NH:54][CH2:55][CH2:56]1.[CH3:66][N:67]([CH3:68])[CH:69]=[O:70].[CH:1]1([N:6]2[CH2:7][CH2:8][N:9]([C:12](=[O:13])[c:14]3[cH:15][c:16]4[cH:17][c:18]([C:23](=[O:24])[OH:25])[nH:19][c:20]4[cH:21][cH:22]3)[CH2:10][CH2:11]2)[CH2:2][CH2:3][CH2:4][CH2:5]1.[CH:57]([N:58]([CH2:59][CH3:60])[CH:61]([CH3:62])[CH3:63])([CH3:64])[CH3:65].[ClH:26].[n:32]1([O:33][C:34]([N:35]([CH3:36])[CH3:37])=[N+:38]([CH3:39])[CH3:40])[c:41]2[cH:42][cH:43][cH:44][cH:45][c:46]2[n:47][n:48]1>>[CH:1]1([N:6]2[CH2:7][CH2:8][N:9]([C:12](=[O:13])[c:14]3[cH:15][c:16]4[cH:17][c:18]([C:23](=[O:24])[N:54]5[CH2:53][CH2:52][CH:51]([O:50][CH3:49])[CH2:56][CH2:55]5)[nH:19][c:20]4[cH:21][cH:22]3)[CH2:10][CH2:11]2)[CH2:2][CH2:3][CH2:4][CH2:5]1. The reactants are COCCOC, Cc1cnc(N2CCN(C(=O)c3ccc(N4C(=O)OCC4COC(=O)c4ccccc4)c(F)c3)CC2)c(C)c1, CCOC(C)=O, [Cl-], Cl, [Na+], [Na+], [OH-]. Yields the product Cc1cnc(N2CCN(C(=O)c3ccc(N4C(=O)OCC4CO)c(F)c3)CC2)c(C)c1. Reaction SMILES: [CH2:45]([CH2:46][O:47][CH3:48])[O:49][CH3:50].[CH3:1][c:2]1[c:3]([N:9]2[CH2:10][CH2:11][N:12]([C:15](=[O:16])[c:17]3[cH:18][c:19]([F:39])[c:20]([N:23]4[C:24](=[O:38])[O:25][CH2:26][CH:27]4[CH2:28][O:29][C:30](=[O:31])[c:32]4[cH:33][cH:34][cH:35][cH:36][cH:37]4)[cH:21][cH:22]3)[CH2:13][CH2:14]2)[n:4][cH:5][c:6]([CH3:8])[cH:7]1.[CH3:51][CH2:52][O:53][C:54](=[O:55])[CH3:56].[Cl-:44].[ClH:42].[Na+:41].[Na+:43].[OH-:40]>>[CH3:1][c:2]1[c:3]([N:9]2[CH2:10][CH2:11][N:12]([C:15](=[O:16])[c:17]3[cH:18][c:19]([F:39])[c:20]([N:23]4[C:24](=[O:38])[O:25][CH2:26][CH:27]4[CH2:28][OH:29])[cH:21][cH:22]3)[CH2:13][CH2:14]2)[n:4][cH:5][c:6]([CH3:8])[cH:7]1. Starting materials: O (water), C(CN)N (Ethylenediamine), CN(C(C=O)CC(C(CCCC)=O)(C1=CC=CC=C1)C1=CC=CC=C1)C (2-dimethylamino-4,4-diphenyl-5-oxononanal), C(#N)[BH3-].[Na+] (sodium cyanoborohydride). Solvent: CO (methanol). Yields the product NCCNCCCCC(C(CC(C)N(C)C)(C1=CC=CC=C1)C1=CC=CC=C1)O (N-(2-aminoethyl)-8-dimethylamino-6,6-diphenyl-5-hydroxynonylamine). RXN SMILES: [CH2:1]([NH2:4])[CH2:2][NH2:3].[CH3:5][N:6]([CH3:30])[CH:7]([CH2:10][C:11]([C:24]1[CH:29]=[CH:28][CH:27]=[CH:26][CH:25]=1)([C:18]1[CH:23]=[CH:22][CH:21]=[CH:20][CH:19]=1)[C:12](=[O:17])[CH2:13][CH2:14][CH2:15][CH3:16])[CH:8]=O.C([BH3-])#N.[Na+].O>CO>[NH2:3][CH2:2][CH2:1][NH:4][CH2:16][CH2:15][CH2:14][CH2:13][CH:12]([OH:17])[C:11]([C:24]1[CH:29]=[CH:28][CH:27]=[CH:26][CH:25]=1)([C:18]1[CH:23]=[CH:22][CH:21]=[CH:20][CH:19]=1)[CH2:10][CH:7]([N:6]([CH3:30])[CH3:5])[CH3:8] |f:2.3|. Reported procedure: Ethylenediamine was added to a solution of 2-dimethylamino-4,4-diphenyl-5-oxononanal (12 mg), as prepared in Example 1, in methanol (0.5 ml). After the mixture was stirred at room temperature, sodium cyanoborohydride (10 mg) was added. The mixture was stirred at room temperature for 18 hours, water was added, and the aqueous mixture was extracted with chloroform. The combined extracts were washed with brine and dried (MgSO4). Rotary evaporation gave a crude product which was further dried in vac... Reactants: BrCC=1C=C(C=CC1)C=1OC2=C(N1)C=CC=C2C(=O)OC (Methyl 2-(3-(bromomethyl)phenyl)benzo[d]oxazole-7-carboxylate), CN(CCN)C (N,N-dimethylethane-1,2-diamine). Run in C(C)O (ethanol). Run at time 1 hour. Yields the product CN(CCNCC=1C=C(C=CC1)C=1OC2=C(N1)C=CC=C2C(=O)OC)C (methyl 2-(3-((2-(dimethylamino)ethylamino)methyl)phenyl)benzo[d]oxazole-7-carboxylate). Yield: 141.5%. As a reaction SMILES: Br[CH2:2][C:3]1[CH:4]=[C:5]([C:9]2[O:10][C:11]3[C:17]([C:18]([O:20][CH3:21])=[O:19])=[CH:16][CH:15]=[CH:14][C:12]=3[N:13]=2)[CH:6]=[CH:7][CH:8]=1.[CH3:22][N:23]([CH3:27])[CH2:24][CH2:25][NH2:26]>C(O)C>[CH3:22][N:23]([CH3:27])[CH2:24][CH2:25][NH:26][CH2:2][C:3]1[CH:4]=[C:5]([C:9]2[O:10][C:11]3[C:17]([C:18]([O:20][CH3:21])=[O:19])=[CH:16][CH:15]=[CH:14][C:12]=3[N:13]=2)[CH:6]=[CH:7][CH:8]=1. Procedure: Methyl 2-(3-(bromomethyl)phenyl)benzo[d]oxazole-7-carboxylate (70 mg, 0.2 mmol) and N,N-dimethylethane-1,2-diamine (140.8 mg, 1.6 mmol) were added to ethanol (30 mL) and the mixture was stirred at room temperature for 1 hr and evaporated under reduced pressure to obtain methyl 2-(3-((2-(dimethylamino)ethylamino)methyl)phenyl)benzo[d]oxazole-7-carboxylate (100 mg, yield 85%). LC-MS (ESI) m/z 354 [M+1]+.